Dataset: the Open Reaction Database (ORD), a public repository of structured organic reaction records. Task: describe an organic reaction: reactants, conditions, products, and yield Starting materials: CC=1C(=NC=C(C1)[N+](=O)[O-])C#N (3-methyl-5-nitropicolinonitrile), [H][H] (hydrogen). The reagents and catalysts are [Pd] (Pd/C). The solvent is CO (MeOH). The product is NC=1C=C(C(=NC1)C#N)C (5-amino-3-methylpicolinonitrile). Yield: 92.8%. RXN SMILES: [CH3:1][C:2]1[C:3]([C:11]#[N:12])=[N:4][CH:5]=[C:6]([N+:8]([O-])=O)[CH:7]=1.[H][H]>CO.[Pd]>[NH2:8][C:6]1[CH:7]=[C:2]([CH3:1])[C:3]([C:11]#[N:12])=[N:4][CH:5]=1. Procedure: A mixture of 3-methyl-5-nitropicolinonitrile (2.9 g, 17.8 mmol) and Pd/C (cat.) in MeOH (60 mL) was hydrogenated overnight with a balloon of hydrogen. Pd/C was removed through a pad of celite and the filtrate was evaporated to dryness to afford 2.2 g of 5-amino-3-methylpicolinonitrile as a greenish solid. 1H NMR (300 MHz, DMSO-d6) δ 7.83 (s, 1H), 6.79 (s, 1H), 6.32 (s, 2H), 2.29 (s, 3H). Reactants: [OH-].[Na+] (sodium hydroxide), Cl (hydrochloric acid), FC=1C=CC=C2OC=3C(=C(C=CC3C(C12)=O)O)C (8-fluoro-3-hydroxy-4-methyl-9-oxo-9H-xanthene), C([O-])([O-])=O.[K+].[K+] (potassium carbonate), CN(C)C=O (DMF). Run in O (water). Conditions: time 2 hour. Yields the product FC=1C=CC=C2OC=3C(=C(C=CC3C(C12)=O)OCC(=O)O)C (8-fluoro-4-methyl-9-oxo-9H-xanthene-3-yloxyacetic acid). RXN SMILES: [F:1][C:2]1[CH:3]=[CH:4][CH:5]=[C:6]2[C:15]=1[C:14](=[O:16])[C:13]1[CH:12]=[CH:11][C:10]([OH:17])=[C:9]([CH3:18])[C:8]=1[O:7]2.[C:19](=[O:22])([O-])[O-:20].[K+].[K+].[OH-].[Na+].Cl.[CH3:28]N(C=O)C>O>[F:1][C:2]1[CH:3]=[CH:4][CH:5]=[C:6]2[C:15]=1[C:14](=[O:16])[C:13]1[CH:12]=[CH:11][C:10]([O:17][CH2:28][C:19]([OH:20])=[O:22])=[C:9]([CH3:18])[C:8]=1[O:7]2 |f:1.2.3,4.5|. Procedure details: A mixture of 1.5 g of 8-fluoro-3-hydroxy-4-methyl-9-oxo-9H-xanthene, 3.0 g of potassium carbonate, 3.6 g of ethyl bromoacetic and 40 ml of DMF was stirred at 60°-70° C. for 2 hours. After cooling the mixture, sodium hydroxide (3 g) and water (40 ml) were added and the resulting mixture was stirred at 90°-100° C. for 30 minutes. After cooling, the mixture was rendered acidic with hydrochloric acid and the solid crystal was recovered by filtration, washed with water and dried. Recrystallization fr...